From a dataset of the Open Reaction Database (ORD), a public repository of structured organic reaction records. describe an organic reaction: reactants, conditions, products, and yield The reactants are C(=O)C1=CC=C(S1)C=1SC(=CC1)C1=CSC=C1 (5-formyl-2,2':5', 3"-terthiophene), [BH4-].[Na+] (sodium borohydride). Run in CO (methanol). Run at time 40 minute. Yields the product OCC1=CC=C(S1)C=1SC(=CC1)C1=CSC=C1 (5-hydroxymethyl-2,2': 5', 3"-terthiophene). The yield is 99.3%. As a reaction SMILES: [CH:1]([C:3]1[S:7][C:6]([C:8]2[S:9][C:10]([C:13]3[CH:17]=[CH:16][S:15][CH:14]=3)=[CH:11][CH:12]=2)=[CH:5][CH:4]=1)=[O:2].[BH4-].[Na+]>CO>[OH:2][CH2:1][C:3]1[S:7][C:6]([C:8]2[S:9][C:10]([C:13]3[CH:17]=[CH:16][S:15][CH:14]=3)=[CH:11][CH:12]=2)=[CH:5][CH:4]=1 |f:1.2|. Procedure: To a solution of 5-formyl-2,2':5', 3"-terthiophene (0.5 g) in methanol (15 ml) was added excess amount of sodium borohydride. The reaction mixture was stirred at room temperature for 40 minutes. Methanol was removed and water was added. The solution was extracted with ethyl acetate, washed with brine, dried over anhydrous magnesium sulfate and concentrated to give brownish solid product (0.5 g), melting point 158°-160° C.